From a dataset of the Open Reaction Database (ORD), a public repository of structured organic reaction records. describe an organic reaction: reactants, conditions, products, and yield Reaction SMILES: [CH3:50][CH2:51][O:52][C:53]([CH3:54])=[O:55].[Cl:26][CH2:27][c:28]1[c:29](-[c:36]2[c:37]([Cl:43])[cH:38][cH:39][cH:40][c:41]2[Cl:42])[n:30][o:31][c:32]1[CH:33]([CH3:34])[CH3:35].[K+:44].[K+:45].[O-:46][C:47]([O-:48])=[O:49].[O:56]=[CH:57][N:58]([CH3:59])[CH3:60].[OH:1][c:2]1[cH:3][cH:4][c:5](-[c:8]2[cH:9][cH:10][c:11]3[c:12]([C:22](=[O:23])[O:24][CH3:25])[cH:13][c:14]([C:18](=[O:19])[O:20][CH3:21])[n:15][c:16]3[cH:17]2)[cH:6][cH:7]1>>[O:1]([c:2]1[cH:3][cH:4][c:5](-[c:8]2[cH:9][cH:10][c:11]3[c:12]([C:22](=[O:23])[O:24][CH3:25])[cH:13][c:14]([C:18](=[O:19])[O:20][CH3:21])[n:15][c:16]3[cH:17]2)[cH:6][cH:7]1)[CH2:27][c:28]1[c:29](-[c:36]2[c:37]([Cl:43])[cH:38][cH:39][cH:40][c:41]2[Cl:42])[n:30][o:31][c:32]1[CH:33]([CH3:34])[CH3:35]. Starting materials: CCOC(C)=O, CC(C)c1onc(-c2c(Cl)cccc2Cl)c1CCl, [K+], [K+], O=C([O-])[O-], CN(C)C=O, COC(=O)c1cc(C(=O)OC)c2ccc(-c3ccc(O)cc3)cc2n1. Product: COC(=O)c1cc(C(=O)OC)c2ccc(-c3ccc(OCc4c(-c5c(Cl)cccc5Cl)noc4C(C)C)cc3)cc2n1. Starting materials: C(C)(C)(C)OC(N(C1=C(C=C(C=C1)N1CCOCC1)[N+](=O)[O-])C1=NC=NC(=C1)N(C(=O)N(COCC[Si](C)(C)C)C1=C(C(=CC(=C1Cl)OC)OC)Cl)C)=O ({6-[3-(2,6-dichloro-3,5-dimethoxy-phenyl)-1-methyl-3-(2-trimethylsilanyl-ethoxymethyl)-ureido]-pyrimidin-4-yl}-(4-morpholin-4-yl-2-nitro-phenyl)-carbamic acid tert-butyl ester). Reagents/catalysts: [Ni] (Ni). Solvent: CO (MeOH). Reaction conditions: time 2 hour. The product is C(C)(C)(C)OC(N(C1=NC=NC(=C1)N(C(=O)N(COCC[Si](C)(C)C)C1=C(C(=CC(=C1Cl)OC)OC)Cl)C)C1=C(C=C(C=C1)N1CCOCC1)N)=O ((2-Amino-4-morpholin-4-yl-phenyl)-{6-[3-(2,6-dichloro-3,5-dimethoxy-phenyl)-1-methyl-3-(2-trimethylsilanyl-ethoxymethyl)-ureido]-pyrimidin-4-yl}-carbamic acid tert-butyl ester). Yield: 70.0%. As a reaction SMILES: [C:1]([O:5][C:6](=[O:54])[N:7]([C:23]1[CH:28]=[C:27]([N:29]([CH3:53])[C:30]([N:32]([C:41]2[C:46]([Cl:47])=[C:45]([O:48][CH3:49])[CH:44]=[C:43]([O:50][CH3:51])[C:42]=2[Cl:52])[CH2:33][O:34][CH2:35][CH2:36][Si:37]([CH3:40])([CH3:39])[CH3:38])=[O:31])[N:26]=[CH:25][N:24]=1)[C:8]1[CH:13]=[CH:12][C:11]([N:14]2[CH2:19][CH2:18][O:17][CH2:16][CH2:15]2)=[CH:10][C:9]=1[N+:20]([O-])=O)([CH3:4])([CH3:3])[CH3:2]>CO.[Ni]>[C:1]([O:5][C:6](=[O:54])[N:7]([C:8]1[CH:13]=[CH:12][C:11]([N:14]2[CH2:15][CH2:16][O:17][CH2:18][CH2:19]2)=[CH:10][C:9]=1[NH2:20])[C:23]1[CH:28]=[C:27]([N:29]([CH3:53])[C:30]([N:32]([C:41]2[C:42]([Cl:52])=[C:43]([O:50][CH3:51])[CH:44]=[C:45]([O:48][CH3:49])[C:46]=2[Cl:47])[CH2:33][O:34][CH2:35][CH2:36][Si:37]([CH3:38])([CH3:39])[CH3:40])=[O:31])[N:26]=[CH:25][N:24]=1)([CH3:4])([CH3:2])[CH3:3]. Procedure: To a solution of {6-[3-(2,6-dichloro-3,5-dimethoxy-phenyl)-1-methyl-3-(2-trimethylsilanyl-ethoxymethyl)-ureido]-pyrimidin-4-yl}-(4-morpholin-4-yl-2-nitro-phenyl)-carbamic acid tert-butyl ester (crude, prepared above) in MeOH (20 mL) was added Raney-Ni (suspension in water) at room temperature, the resulting mixture was stirred for 2 hours under hydrogen atmosphere (1 atm). The reaction was filtered and concentrated. The residue was washed twice with MeOH to obtain title product (160 mg, yield: 7... Reactants: C[C@]12CC[C@@]3([C@@H]([C@H]2CC[C@@H]2[C@]4(CC=C(C([C@@H]4CC[C@@]12C)(C)C)C1=CC=C(C(=O)OC)C=C1)C)[C@@H](CC3)C(=C)C)NCCNS(=O)(=O)C (methyl 4-((1R,3aS,5aR,5bR,7aR,11aS,11bR,13aR,13bR)-5a,5b,8,8,11a-pentamethyl-3a-((2-(methylsulfonamido)ethyl)amino)-1-(prop-1-en-2-yl)-2,3,3a,4,5,5a,5b,6,7,7a,8,11,11a,11b,12,13,13a,13b-octadecahydro-1H-cyclopenta[a]chrysen-9-yl)benzoate), [OH-].[Na+] (sodium hydroxide). Run in O1CCOCC1 (dioxane). Reaction conditions: temperature 80 celsius. Yields the product C[C@]12CC[C@@]3([C@@H]([C@H]2CC[C@@H]2[C@]4(CC=C(C([C@@H]4CC[C@@]12C)(C)C)C1=CC=C(C(=O)O)C=C1)C)[C@@H](CC3)C(=C)C)NCCNS(=O)(=O)C (4-((1R,3aS,5aR,5bR,7aR,11aS,11bR,13aR,13bR)-5a,5b,8,8,11a-pentamethyl-3a-((2-(methylsulfonamido)ethyl)amino)-1-(prop-1-en-2-yl)-2,3,3a,4,5,5a,5b,6,7,7a,8,11,11a,11b,12,13,13a,13b-octadecahydro-1H-cyclopenta[a]chrysen-9-yl)benzoic acid). Isolated yield 46.8%. RXN SMILES: [CH3:1][C@:2]12[C@@:19]3([CH3:20])[C@@H:10]([C@:11]4([CH3:33])[C@@H:16]([CH2:17][CH2:18]3)[C:15]([CH3:22])([CH3:21])[C:14]([C:23]3[CH:32]=[CH:31][C:26]([C:27]([O:29]C)=[O:28])=[CH:25][CH:24]=3)=[CH:13][CH2:12]4)[CH2:9][CH2:8][C@@H:7]1[C@H:6]1[C@H:34]([C:37]([CH3:39])=[CH2:38])[CH2:35][CH2:36][C@:5]1([NH:40][CH2:41][CH2:42][NH:43][S:44]([CH3:47])(=[O:46])=[O:45])[CH2:4][CH2:3]2.[OH-].[Na+]>O1CCOCC1>[CH3:1][C@:2]12[C@@:19]3([CH3:20])[C@@H:10]([C@:11]4([CH3:33])[C@@H:16]([CH2:17][CH2:18]3)[C:15]([CH3:21])([CH3:22])[C:14]([C:23]3[CH:32]=[CH:31][C:26]([C:27]([OH:29])=[O:28])=[CH:25][CH:24]=3)=[CH:13][CH2:12]4)[CH2:9][CH2:8][C@@H:7]1[C@H:6]1[C@H:34]([C:37]([CH3:39])=[CH2:38])[CH2:35][CH2:36][C@:5]1([NH:40][CH2:41][CH2:42][NH:43][S:44]([CH3:47])(=[O:46])=[O:45])[CH2:4][CH2:3]2 |f:1.2|. Procedure details: A mixture of methyl 4-((1R,3aS,5aR,5bR,7aR,11aS,11bR,13aR,13bR)-5a,5b,8,8,11a-pentamethyl-3a-((2-(methylsulfonamido)ethyl)amino)-1-(prop-1-en-2-yl)-2,3,3a,4,5,5a,5b,6,7,7a,8,11,11a,11b,12,13,13a,13b-octadecahydro-1H-cyclopenta[a]chrysen-9-yl)benzoate (15 mg, 0.023 mmol) and sodium hydroxide (0.113 mL, 0.113 mmol) in dioxane (1 mL) was heated up at 80° C. for 3 hours. The reaction mixture was filtered and the clear solution was purified by HPLC to provide the title compound as a white solid (7 mg... The reactants are C1(=CC=CC=C1)CC(=O)Cl (phenylacetyl chloride), CN[C@@H]1CCC=2N(C3=CC=CC=C3C2CC(=O)OCCC)C1 (propyl [(7R)-7-(methylamino)-6,7,8,9-tetrahydropyrido[1,2-a]indol-10-yl]acetate). Yields the product CN([C@@H]1CCC=2N(C3=CC=CC=C3C2CC(=O)O)C1)C(CC1=CC=CC=C1)=O ({(7R)-7-[methyl(phenylacetyl)amino]-6,7,8,9-tetrahydropyrido[1,2-a]indol-10-yl}acetic acid). Reaction SMILES: [C:1]1([CH2:7][C:8](Cl)=[O:9])[CH:6]=[CH:5][CH:4]=[CH:3][CH:2]=1.[CH3:11][NH:12][C@H:13]1[CH2:32][N:17]2[C:18]3[C:23]([C:24]([CH2:25][C:26]([O:28]CCC)=[O:27])=[C:16]2[CH2:15][CH2:14]1)=[CH:22][CH:21]=[CH:20][CH:19]=3>>[CH3:11][N:12]([C:8](=[O:9])[CH2:7][C:1]1[CH:6]=[CH:5][CH:4]=[CH:3][CH:2]=1)[C@H:13]1[CH2:32][N:17]2[C:18]3[C:23]([C:24]([CH2:25][C:26]([OH:28])=[O:27])=[C:16]2[CH2:15][CH2:14]1)=[CH:22][CH:21]=[CH:20][CH:19]=3. Procedure: The title compound was prepared using analogous procedures described in Example 2 (Method B) from phenylacetyl chloride and propyl [(7R)-7-(methylamino)-6,7,8,9-tetrahydropyrido[1,2-a]indol-10-yl]acetate. MS (+ESI) m/z: 377. Starting materials: FC(COC=1C=C(C=CC1C(F)(F)F)C1=NC=2N(C(=C1)C(F)(F)F)N=CC2C(=O)O)(F)F (5-[3-(2,2,2-trifluoroethoxy)-4-trifluoromethyl-phenyl]-7-trifluoromethyl-pyrazolo[1,5-a]pyrimidine-3-carboxylic acid), S(N)(=O)(=O)C=1C=C(C=CC1)N (3-sulfamoyl-phenylamine). Product: S(N)(=O)(=O)C=1C=C(C=CC1)NC(=O)C=1C=NN2C1N=C(C=C2C(F)(F)F)C2=CC(=C(C=C2)C(F)(F)F)OCC(F)(F)F (5-[3-(2,2,2-Trifluoro-ethoxy)-4-trifluoromethyl-phenyl]-7-trifluoromethyl-pyrazolo[1,5-a]pyrimidine-3-carboxylic acid(3-sulfamoyl-phenyl)-amide). As a reaction SMILES: [F:1][C:2]([F:32])([F:31])[CH2:3][O:4][C:5]1[CH:6]=[C:7]([C:15]2[CH:20]=[C:19]([C:21]([F:24])([F:23])[F:22])[N:18]3[N:25]=[CH:26][C:27]([C:28](O)=[O:29])=[C:17]3[N:16]=2)[CH:8]=[CH:9][C:10]=1[C:11]([F:14])([F:13])[F:12].[S:33]([C:37]1[CH:38]=[C:39]([NH2:43])[CH:40]=[CH:41][CH:42]=1)(=[O:36])(=[O:35])[NH2:34]>>[S:33]([C:37]1[CH:38]=[C:39]([NH:43][C:28]([C:27]2[CH:26]=[N:25][N:18]3[C:19]([C:21]([F:22])([F:24])[F:23])=[CH:20][C:15]([C:7]4[CH:8]=[CH:9][C:10]([C:11]([F:14])([F:13])[F:12])=[C:5]([O:4][CH2:3][C:2]([F:32])([F:31])[F:1])[CH:6]=4)=[N:16][C:17]=23)=[O:29])[CH:40]=[CH:41][CH:42]=1)(=[O:35])(=[O:36])[NH2:34]. Procedure: The title compound was prepared from 5-[3-(2,2,2-trifluoroethoxy)-4-trifluoromethyl-phenyl]-7-trifluoromethyl-pyrazolo[1,5-a]pyrimidine-3-carboxylic acid (example C.10) and 3-sulfamoyl-phenylamine [commercially available] according to general procedure II. Yellow solid. MS (ISP) 626.1 [(M−H)−]; mp 233° C. The reactants are Cc1c2n(c3ccccc13)C(=O)C(=Cc1cccnc1)CC2, CC(=O)O, O=C[O-], [NH4+]. The product is Cc1c2n(c3ccccc13)C(=O)C(Cc1cccnc1)CC2. Reaction SMILES: [CH3:1][c:2]1[c:3]2[n:4]([c:5]3[cH:6][cH:7][cH:8][cH:9][c:10]13)[C:11](=[O:22])[C:12](=[CH:15][c:16]1[cH:17][n:18][cH:19][cH:20][cH:21]1)[CH2:13][CH2:14]2.[CH3:27][C:28](=[O:29])[OH:30].[CH:23]([O-:24])=[O:25].[NH4+:26]>>[CH3:1][c:2]1[c:3]2[n:4]([c:5]3[cH:6][cH:7][cH:8][cH:9][c:10]13)[C:11](=[O:22])[CH:12]([CH2:15][c:16]1[cH:17][n:18][cH:19][cH:20][cH:21]1)[CH2:13][CH2:14]2.